Dataset: the Open Reaction Database (ORD), a public repository of structured organic reaction records. Task: describe an organic reaction: reactants, conditions, products, and yield Reactants: C(C)OC(C1=C(C(=CC(=C1)SCC)N)[N+](=O)[O-])=O (3-amino-5-ethylsulfanyl-2-nitro-benzoic acid ethyl ester), [O-]S(=O)S(=O)[O-].[Na+].[Na+] (Na2S2O4). The solvent is C(C)O.C(C)(=O)OCC.O (ethanol ethyl acetate water). Yields the product C(C)OC(C1=C(C(=CC(=C1)SCC)N)N)=O (2,3-diamino-5-ethylsulfanyl-benzoic acid ethyl ester). RXN SMILES: [CH2:1]([O:3][C:4](=[O:18])[C:5]1[CH:10]=[C:9]([S:11][CH2:12][CH3:13])[CH:8]=[C:7]([NH2:14])[C:6]=1[N+:15]([O-])=O)[CH3:2].[O-]S(S([O-])=O)=O.[Na+].[Na+]>C(O)C.C(OCC)(=O)C.O>[CH2:1]([O:3][C:4](=[O:18])[C:5]1[CH:10]=[C:9]([S:11][CH2:12][CH3:13])[CH:8]=[C:7]([NH2:14])[C:6]=1[NH2:15])[CH3:2] |f:1.2.3,4.5.6|. Procedure details: 1.5 g (5.5 mmol) of 3-amino-5-ethylsulfanyl-2-nitro-benzoic acid ethyl ester was reduced by 2.9 g (16.6 mmol) of Na2S2O4 in 28 mL of ethanol/ethyl acetate/water (3:3:1) at 80° C. for 3 h to produce 2,3-diamino-5-ethylsulfanyl-benzoic acid ethyl ester. LCMS: 241 (M+1)+.